From a dataset of the Open Reaction Database (ORD), a public repository of structured organic reaction records. describe an organic reaction: reactants, conditions, products, and yield Reactants: Cc1ccccc1, CCOC(C)=O, Nc1ccc(Oc2ccc(C=O)cc2Cl)cc1[N+](=O)[O-], OCCO, Cc1ccc(S(=O)(=O)O)cc1. Yields the product Nc1ccc(Oc2ccc(C3OCCO3)cc2Cl)cc1[N+](=O)[O-]. As a reaction SMILES: [CH3:36][c:37]1[cH:38][cH:39][cH:40][cH:41][cH:42]1.[CH3:43][CH2:44][O:45][C:46](=[O:47])[CH3:48].[NH2:1][c:2]1[c:3]([N+:18](=[O:19])[O-:20])[cH:4][c:5]([O:8][c:9]2[c:10]([Cl:17])[cH:11][c:12]([CH:13]=[O:14])[cH:15][cH:16]2)[cH:6][cH:7]1.[OH:21][CH2:22][CH2:23][OH:24].[c:25]1([CH3:26])[cH:27][cH:28][c:29]([S:30]([OH:31])(=[O:32])=[O:33])[cH:34][cH:35]1>>[NH2:1][c:2]1[c:3]([N+:18](=[O:19])[O-:20])[cH:4][c:5]([O:8][c:9]2[c:10]([Cl:17])[cH:11][c:12]([CH:13]3[O:14][CH2:23][CH2:22][O:21]3)[cH:15][cH:16]2)[cH:6][cH:7]1. Reactants: FC1=C(C(=O)Cl)C=CC=C1 (o-fluorobenzoyl chloride), C1(=CC=CC=C1)NN (phenylhydrazine), O (water). The solvent is N1=CC=CC=C1 (pyridine). Run at time 2 hour. The product is C1(=CC=CC=C1)NNC(C1=C(C=CC=C1)F)=O (2-fluorobenzoic acid, 2-phenylhydrazide). Isolated yield 77.0%. Reaction SMILES: [C:1]1([NH:7][NH2:8])[CH:6]=[CH:5][CH:4]=[CH:3][CH:2]=1.[F:9][C:10]1[CH:18]=[CH:17][CH:16]=[CH:15][C:11]=1[C:12](Cl)=[O:13].O>N1C=CC=CC=1>[C:1]1([NH:7][NH:8][C:12](=[O:13])[C:11]2[CH:15]=[CH:16][CH:17]=[CH:18][C:10]=2[F:9])[CH:6]=[CH:5][CH:4]=[CH:3][CH:2]=1. Reported procedure: To a stirred solution of 50.0 g of phenylhydrazine in 280 ml of dry pyridine, cooled to about 5° was added, dropwise, 80.0 g of o-fluorobenzoyl chloride. After coming to ambient temperature, the reaction mixture was stirred for about 2 hours, and then poured into water. The resultant precipitate was recrystallized from toluene to yield 82 g (77.5%) of 2-fluorobenzoic acid, 2-phenylhydrazide. Reactants: C(C)OC(=O)C1=NN(C(=C1)C1=CC=C(C=C1)F)C (5-(4-Fluoro-phenyl)-1-methyl-1H-pyrazole-3-carboxylic acid ethyl ester), II (Iodine), [N+](=O)([O-])[O-].[NH4+].[Ce] (Cerium ammonium nitrate). Solvent: C(C)#N (Acetonitrile). Run at temperature 50 celsius, time 3 hour. Yields the product C(C)OC(=O)C1=NN(C(=C1I)C1=CC=C(C=C1)F)C (5-(4-Fluoro-phenyl)-4-iodo-1-methyl-1H-pyrazole-3-carboxylic acid ethyl ester). The yield is 161.1%. RXN SMILES: [CH2:1]([O:3][C:4]([C:6]1[CH:10]=[C:9]([C:11]2[CH:16]=[CH:15][C:14]([F:17])=[CH:13][CH:12]=2)[N:8]([CH3:18])[N:7]=1)=[O:5])[CH3:2].[I:19]I.[N+]([O-])([O-])=O.[NH4+].[Ce]>C(#N)C>[CH2:1]([O:3][C:4]([C:6]1[C:10]([I:19])=[C:9]([C:11]2[CH:16]=[CH:15][C:14]([F:17])=[CH:13][CH:12]=2)[N:8]([CH3:18])[N:7]=1)=[O:5])[CH3:2] |f:2.3.4|. Procedure details: To a well stirred solution of 2.79 g of 5-(4-Fluoro-phenyl)-1-methyl-1H-pyrazole-3-carboxylic acid ethyl ester in 100 ml of Acetonitrile were added 1.71 g of Iodine and 3.70 g of Cerium ammonium nitrate. The mixture was stirred for 3 h at 50° C. The red solution was then allowed to cool and was concentrated in vaccuo. The residue was taken up in 200 ml of Ethyl acetate. The organic phase was successively washed with 5% Sodium bisulfite solution and brine. After drying over Magnesium sulfate and ... Reactants: Cl (HCl), [I-].C(C)OC(=O)C1=CC=C(C=C1)[Zn+] (4-(Ethoxycarbonyl)phenyl-zinc iodide), solution, CC(C(=O)Cl)(C)C (trimethylacetyl chloride). Reagents/catalysts: Cl[Pd]([P](C1=CC=CC=C1)(C2=CC=CC=C2)C3=CC=CC=C3)([P](C4=CC=CC=C4)(C5=CC=CC=C5)C6=CC=CC=C6)Cl (dichlorobis(triphenylphosphine)palladium(II)). Run in C1CCOC1 (THF), C1CCOC1 (THF). Conditions: temperature 0 celsius, time 15 minute. The product is CC(C(=O)C1=CC=C(C(=O)OCC)C=C1)(C)C (ethyl 4-(2,2-dimethylpropanoyl)benzoate). Reaction SMILES: [I-].[CH2:2]([O:4][C:5]([C:7]1[CH:12]=[CH:11][C:10]([Zn+])=[CH:9][CH:8]=1)=[O:6])[CH3:3].[CH3:14][C:15]([CH3:20])([CH3:19])[C:16](Cl)=[O:17].Cl>C1COCC1.Cl[Pd](Cl)([P](C1C=CC=CC=1)(C1C=CC=CC=1)C1C=CC=CC=1)[P](C1C=CC=CC=1)(C1C=CC=CC=1)C1C=CC=CC=1>[CH3:14][C:15]([CH3:20])([CH3:19])[C:16]([C:10]1[CH:11]=[CH:12][C:7]([C:5]([O:4][CH2:2][CH3:3])=[O:6])=[CH:8][CH:9]=1)=[O:17] |f:0.1,^1:29,48|. Procedure details: 4-(Ethoxycarbonyl)phenyl-zinc iodide (50.0 mL of a 0.5 M solution in THF, 25.0 mmol) was added slowly via cannula to a stirred solution of dichlorobis(triphenylphosphine)palladium(II) (484 mg, 0.690 mmol) in THF (50 mL) at 0° C. After 15 min, trimethylacetyl chloride (2.80 mL, 22.7 mmol) was added and the resulting mixture was stirred at 0° C. for 1.5 h. The reaction mixture was poured into 1 N HCl and extracted three times with EtOAc. The combined organic extracts were washed with water, brine,...